This data is from the Open Reaction Database (ORD), a public repository of structured organic reaction records. The task is: describe an organic reaction: reactants, conditions, products, and yield Starting materials: ClC1=C(COC=2C(=NC=CC2)[N+](=O)[O-])C(=CC=C1)Cl (3-(2,6-dichloro-benzyloxy)-2-nitro-pyridine), CC(=O)O (AcOH). Reagents/catalysts: [Fe] (iron). Run in CCO (EtOH). Run at time 1 hour. The product is ClC1=C(COC=2C(=NC=CC2)N)C(=CC=C1)Cl (3-(2,6-dichloro-benzyloxy)-pyridin-2-ylamine). The yield is 100.0%. Reaction SMILES: CC(O)=O.[Cl:5][C:6]1[CH:22]=[CH:21][CH:20]=[C:19]([Cl:23])[C:7]=1[CH2:8][O:9][C:10]1[C:11]([N+:16]([O-])=O)=[N:12][CH:13]=[CH:14][CH:15]=1>[Fe].CCO>[Cl:5][C:6]1[CH:22]=[CH:21][CH:20]=[C:19]([Cl:23])[C:7]=1[CH2:8][O:9][C:10]1[C:11]([NH2:16])=[N:12][CH:13]=[CH:14][CH:15]=1. Procedure: To a stirred mixture of AcOH (650 mL) and EtOH (500 mL) was suspended 3-(2,6-dichloro-benzyloxy)-2-nitro-pyridine (37.4 g, 0.11 mol) and iron chips (69.4 g, 0.11 mol). The reaction was heated slowly to reflux and allowed to stir for 1 hr. The reaction was cooled to room temperature then filtered through a pad of celite. The resulting filtrate was neutralized with conc. NH4OH (600 mL) and then extracted with EtOAc (3×500 mL). The combined organic extracts were washed with saturated NaHCO3 (2×100 ... Reactants: C(C)(=O)OC1=CC=CC2=CC=CC=C12 (α-naphthyl acetate). The solvent is O (water). Reaction conditions: temperature 200 celsius, time 75 minute. Yields the product C1(=CC=CC2=CC=CC=C12)O (α-naphthol), C(C)(=O)OC1=CC=CC2=CC=CC=C12 (naphthyl acetate). Yield: 86.5%. Reaction SMILES: [C:1]([O:4][C:5]1[C:14]2[C:9](=[CH:10][CH:11]=[CH:12][CH:13]=2)[CH:8]=[CH:7][CH:6]=1)(=[O:3])[CH3:2]>O>[C:5]1([OH:4])[C:14]2[C:9](=[CH:10][CH:11]=[CH:12][CH:13]=2)[CH:8]=[CH:7][CH:6]=1.[C:1]([O:4][C:5]1[C:14]2[C:9](=[CH:10][CH:11]=[CH:12][CH:13]=2)[CH:8]=[CH:7][CH:6]=1)(=[O:3])[CH3:2]. Reported procedure: 201 parts of α-naphthyl acetate and 45 parts of water are introduced into a stirred autoclave, the mixture is heated to 200° C., whilst stirring, resulting in an autogenous pressure of 15 bars. After 75 minutes at 200° C., the emulsion formed changes to a clear solution. After 6 hours at 200° C., the mixture is distilled. 134.5 parts of α-naphthol (86.5% of theory) of boiling point 130° C./13 mbar, 3 parts of naphthyl acetate and 9.5 parts of residue are obtained. RXN SMILES: C(O)(=O)/C=C/C(O)=[O:5].[CH3:9][C:10]1[CH:41]=[CH:40][CH:39]=[CH:38][C:11]=1[CH2:12][NH:13][C:14]([C:16]1[CH:29]=[CH:28][C:27]2[S:26][C:25]3[C:20](=[CH:21][CH:22]=[CH:23][CH:24]=3)[N:19]([CH:30]([CH3:37])[CH2:31][N:32]3[CH2:36][CH2:35][CH2:34][CH2:33]3)[C:18]=2[CH:17]=1)=S>C(O)(=O)C>[CH3:9][C:10]1[CH:41]=[CH:40][CH:39]=[CH:38][C:11]=1[CH2:12][NH:13][C:14]([C:16]1[CH:29]=[CH:28][C:27]2[S:26][C:25]3[C:20](=[CH:21][CH:22]=[CH:23][CH:24]=3)[N:19]([CH:30]([CH3:37])[CH2:31][N:32]3[CH2:36][CH2:35][CH2:34][CH2:33]3)[C:18]=2[CH:17]=1)=[O:5]. Starting materials: C(\C=C\C(=O)O)(=O)O (Fumaric acid), mercuric acetate, CC1=C(CNC(=S)C2=CC=3N(C4=CC=CC=C4SC3C=C2)C(CN2CCCC2)C)C=CC=C1 (N-(2-methylbenzyl)-10[1-(1-pyrrolidinyl)-2-propyl]-2-phenothiazinecarbothioamide). Solvent: C(C)(=O)O (acetic acid). Procedure details: Fumaric acid (0.7 g) and mercuric acetate (2.5 g) are added in the course of 20 minutes to a solution of N-(2-methylbenzyl)-10[1-(1-pyrrolidinyl)-2-propyl]-2-phenothiazinecarbothioamide, L series (3.8 g) in acetic acid (30 cc), and the mixture obtained is stirred for 12 hours at a temperature in the region of 20° C. The black suspension obtained is filtered on sintered glass plugged with Celite and the yellow filtrate is concentrated under reduced pressure (30 mm Hg; 4 kPa) at 40° C. The residue... Reaction conditions: temperature 20 celsius, time 12 hour. The product is CC1=C(CNC(=O)C2=CC=3N(C4=CC=CC=C4SC3C=C2)C(CN2CCCC2)C)C=CC=C1 (N-(2-methylbenzyl)-10-[1-(1-pyrrolidinyl)-2-propyl]-2-phenothiazinecarboxamide). The reactants are CCOC(C)=O, CCCCCC, CC(C)O, [Cu]I, Cc1cccc(I)c1, [K+], [K+], [K+], NCc1ccccc1, OCCO, O=P([O-])([O-])[O-]. Product: Cc1cccc(NCc2ccccc2)c1. RXN SMILES: [C:31]([O:32][CH2:33][CH3:34])(=[O:35])[CH3:36].[CH3:37][CH2:38][CH2:39][CH2:40][CH2:41][CH3:42].[CH3:43][CH:44]([OH:45])[CH3:46].[Cu:29][I:30].[I:17][c:18]1[cH:19][c:20]([CH3:24])[cH:21][cH:22][cH:23]1.[K+:6].[K+:7].[K+:8].[NH2:9][CH2:10][c:11]1[cH:12][cH:13][cH:14][cH:15][cH:16]1.[OH:25][CH2:26][CH2:27][OH:28].[P:1]([O-:2])([O-:3])([O-:4])=[O:5]>>[NH:9]([CH2:10][c:11]1[cH:12][cH:13][cH:14][cH:15][cH:16]1)[c:18]1[cH:19][c:20]([CH3:24])[cH:21][cH:22][cH:23]1. Reactants: [BH4-].[Na+] (sodium borohydride), C(C)(C)(C)C1=CC=C(CN(C(C(F)(F)F)=O)CCC=2SC=C(N2)C)C=C1 (N-(4-tert-butyl-benzyl)-2,2,2-trifluoro-N-[2-(4-methyl-thiazol-2-yl)-ethyl]-acetamide), O (water). Run in C(C)O (ethanol). Run at time 3 hour. Product: C(C)(C)(C)C1=CC=C(CNCCC=2SC=C(N2)C)C=C1 ((4-tert-butyl-benzyl)-[2-(4-methyl-thiazol-2-yl)-ethyl]-amine). Reaction SMILES: [BH4-].[Na+].[C:3]([C:7]1[CH:28]=[CH:27][C:10]([CH2:11][N:12]([CH2:19][CH2:20][C:21]2[S:22][CH:23]=[C:24]([CH3:26])[N:25]=2)C(=O)C(F)(F)F)=[CH:9][CH:8]=1)([CH3:6])([CH3:5])[CH3:4].O>C(O)C>[C:3]([C:7]1[CH:28]=[CH:27][C:10]([CH2:11][NH:12][CH2:19][CH2:20][C:21]2[S:22][CH:23]=[C:24]([CH3:26])[N:25]=2)=[CH:9][CH:8]=1)([CH3:6])([CH3:4])[CH3:5] |f:0.1|. Reported procedure: 102 mg of sodium borohydride (2.7 mmol) were added to a solution of 260 mg of N-(4-tert-butyl-benzyl)-2,2,2-trifluoro-N-[2-(4-methyl-thiazol-2-yl)-ethyl]-acetamide (0.68 mmol) in ethanol at ambient temperature and the reaction mixture was stirred for 3 h. Then water was added and the mixture was extracted three times with EtOAc. The combined organic extracts were washed with brine, dried with magnesium sulfate, filtered and the solvent was evaporated. The remaining 195 mg (100%) of (4-tert-butyl... Starting materials: CNc1ccc(C(C)C)cc1, CC#N, O=C(Cl)C(=O)Cl, ClC(Cl)Cl, CN(C)C=O, Cn1c(=O)c2c(ncn2CC(=O)O)n(C)c1=O. The product is CC(C)c1ccc(N(C)C(=O)Cn2cnc3c2c(=O)n(C)c(=O)n3C)cc1. Reaction SMILES: [CH3:29][NH:30][c:31]1[cH:32][cH:33][c:34]([CH:37]([CH3:38])[CH3:39])[cH:35][cH:36]1.[CH3:44][C:45]#[N:46].[Cl:18][C:19]([C:20]([Cl:21])=[O:22])=[O:23].[Cl:40][CH:41]([Cl:42])[Cl:43].[O:24]=[CH:25][N:26]([CH3:27])[CH3:28].[n:1]1([CH3:2])[c:3](=[O:4])[n:5]([CH3:6])[c:7]2[n:8][cH:9][n:10]([CH2:14][C:15](=[O:16])[OH:17])[c:11]2[c:12]1=[O:13]>>[n:1]1([CH3:2])[c:3](=[O:4])[n:5]([CH3:6])[c:7]2[n:8][cH:9][n:10]([CH2:14][C:15](=[O:17])[N:30]([CH3:29])[c:31]3[cH:32][cH:33][c:34]([CH:37]([CH3:38])[CH3:39])[cH:35][cH:36]3)[c:11]2[c:12]1=[O:13].